From a dataset of the Open Reaction Database (ORD), a public repository of structured organic reaction records. describe an organic reaction: reactants, conditions, products, and yield Reactants: BrC1=C(C=O)C=C(C(=C1)OC)OC (2-bromo-4,5-dimethoxybenzaldehyde), CC(CO)(CO)C (2,2-dimethyl-1,3-propanediol), C1(=CC=C(C=C1)S(=O)(=O)O)C (p-toluene-sulphonic acid). The solvent is C1(=CC=CC=C1)C (toluene). The product is BrC1=C(C=C(C(=C1)OC)OC)C1OCC(CO1)(C)C (2-(2-bromo-4,5-dimethoxy-phenyl)-5,5-dimethyl-[1,3]dioxan). Isolated yield 104.8%. Reaction SMILES: [Br:1][C:2]1[CH:9]=[C:8]([O:10][CH3:11])[C:7]([O:12][CH3:13])=[CH:6][C:3]=1[CH:4]=[O:5].[CH3:14][C:15]([CH3:20])([CH2:18]O)[CH2:16][OH:17].C1(C)C=CC(S(O)(=O)=O)=CC=1>C1(C)C=CC=CC=1>[Br:1][C:2]1[CH:9]=[C:8]([O:10][CH3:11])[C:7]([O:12][CH3:13])=[CH:6][C:3]=1[CH:4]1[O:17][CH2:16][C:15]([CH3:20])([CH3:18])[CH2:14][O:5]1. Procedure details: 3.6 g of 2-bromo-4,5-dimethoxybenzaldehyde and 3.22 g of 2,2-dimethyl-1,3-propanediol were dissolved in 200 ml of toluene and boiled at reflux in the presence of 0.8 g of p-toluene-sulphonic acid for 3 hrs. Then, the reaction mixture was left to cool to room temperature and was washed with NaHCO3 solution, water and saturated NaCl solution. Subsequently, the solvent was removed in a vacuum and there were obtained 5.1 g of 2-(2-bromo-4,5-dimethoxy-phenyl)-5,5-dimethyl-[1,3]dioxan as yellow-green ... The product is ClC=1C=CC(=NC1)N1CCN(CC1)S(=O)(=O)CC(C1=CC(=C(C=C1)Cl)Cl)N(C=O)O (N-[2-{[4-(5-chloropyridin-2-yl)piperazino]sulfonyl}-1-(3,4-dichlorophenyl)ethyl]-N-hydroxyformamide). The reactants are C(O)([O-])=O.[Na+] (sodium hydrogen carbonate), C(C)(=O)OC(C)=O (Acetic anhydride), C(=O)O (formic acid), ClC=1C=CC(=NC1)N1CCN(CC1)S(=O)(=O)CC(C1=CC(=C(C=C1)Cl)Cl)NO (N-[2-{[4-(5-chloropyridin-2-yl)piperazino]sulfonyl}-1-(3,4-dichlorophenyl)ethyl]hydroxylamine). Solvent: O1CCCC1 (tetrahydrofuran), C(C)(=O)OCC (ethyl acetate), C(C)(=O)OCC (ethyl acetate). Reported procedure: Acetic anhydride (0.63 ml) was added directly to formic acid (2.48 ml). The solution was stirred at room temperature for 30 minutes and then added a solution of N-[2-{[4-(5-chloropyridin-2-yl)piperazino]sulfonyl}-1-(3,4-dichlorophenyl)ethyl]hydroxylamine (0.6 g) in tetrahydrofuran (10 ml). The solution was stirred at room temperature for 3 hours and then diluted with ethyl acetate, neutralised the pH with saturated aqueous sodium hydrogen carbonate solution The ethyl acetate layer was separated,... RXN SMILES: C(O[C:5](=[O:7])C)(=O)C.C(O)=O.[Cl:11][C:12]1[CH:13]=[CH:14][C:15]([N:18]2[CH2:23][CH2:22][N:21]([S:24]([CH2:27][CH:28]([NH:37][OH:38])[C:29]3[CH:34]=[CH:33][C:32]([Cl:35])=[C:31]([Cl:36])[CH:30]=3)(=[O:26])=[O:25])[CH2:20][CH2:19]2)=[N:16][CH:17]=1.C(=O)([O-])O.[Na+]>O1CCCC1.C(OCC)(=O)C>[Cl:11][C:12]1[CH:13]=[CH:14][C:15]([N:18]2[CH2:19][CH2:20][N:21]([S:24]([CH2:27][CH:28]([N:37]([OH:38])[CH:5]=[O:7])[C:29]3[CH:34]=[CH:33][C:32]([Cl:35])=[C:31]([Cl:36])[CH:30]=3)(=[O:26])=[O:25])[CH2:22][CH2:23]2)=[N:16][CH:17]=1 |f:3.4|. Conditions: time 30 minute. Reactants: CCOC(=O)c1c(CCBr)nc2cc(OC)c(OC)cc2c1-c1ccc(OC)c(OC)c1, CN(C)C=O, [H-], [Na+], O, c1c[nH]cn1. Yields the product CCOC(=O)c1c(CCn2ccnc2)nc2cc(OC)c(OC)cc2c1-c1ccc(OC)c(OC)c1. RXN SMILES: [CH2:8]([CH3:9])[O:10][C:11](=[O:12])[c:13]1[c:14]([CH2:37][CH2:38][Br:39])[n:15][c:16]2[cH:17][c:18]([O:35][CH3:36])[c:19]([O:33][CH3:34])[cH:20][c:21]2[c:22]1-[c:23]1[cH:24][c:25]([O:31][CH3:32])[c:26]([O:29][CH3:30])[cH:27][cH:28]1.[CH3:41][N:42]([CH3:43])[CH:44]=[O:45].[H-:1].[Na+:2].[OH2:40].[nH:3]1[cH:4][n:5][cH:6][cH:7]1>>[n:3]1([CH2:38][CH2:37][c:14]2[c:13]([C:11]([O:10][CH2:8][CH3:9])=[O:12])[c:22](-[c:23]3[cH:24][c:25]([O:31][CH3:32])[c:26]([O:29][CH3:30])[cH:27][cH:28]3)[c:21]3[c:16]([n:15]2)[cH:17][c:18]([O:35][CH3:36])[c:19]([O:33][CH3:34])[cH:20]3)[cH:4][n:5][cH:6][cH:7]1. Reactants: CN(C=NC=1SC(=C(C1C#N)Cl)C=O)C (N,N-dimethyl-N'-(4-chloro-3-cyano-5-formylthien-2-yl)-formamidine), 200, C(=O)O (formic acid). Run in O (water). Product: NC=1SC(=C(C1C#N)Cl)C=O (2-amino-4-chloro-3-cyano-5-formylthiophene). Yield: 90.0%. Reaction SMILES: CN(C)C=[N:4][C:5]1[S:6][C:7]([CH:13]=[O:14])=[C:8]([Cl:12])[C:9]=1[C:10]#[N:11].C(O)=O>O>[NH2:4][C:5]1[S:6][C:7]([CH:13]=[O:14])=[C:8]([Cl:12])[C:9]=1[C:10]#[N:11]. Procedure: 48.3 parts of N,N-dimethyl-N'-(4-chloro-3-cyano-5-formylthien-2-yl)-formamidine in a mixture of 200 parts of formic acid and 200 parts of water are heated at the boil for 3 hours. After the mixture has cooled to room temperature, the product is filtered off under suction, washed with water and dried. 33.5 parts (90% of theory) of 2-amino-4-chloro-3-cyano-5-formylthiophene are obtained. Decomposition temperature: 270° C. (from glacial acetic acid), IR (KBr): 3377, 3298, 3156 (NH2), 2216 (C≡N), 16... Procedure: A solution of 1-methyl-2-oxo-4-trifluoromethyl-1,2-dihydroquinoline-6-sulfonyl chloride (Preparation 1, 65 mg, 200 μmol) in anhydrous DMF (1.5 mL) was contacted with PhNH2 (19 μL, 210 μmol), employing pyridine (17 μL, 220 μmol) as base), before being stirred overnight under N2. The reaction mixture was diluted with EtOAc (70 mL), before being washed with H2O (30 mL), 1 M HCl (30 mL), H2O (30 mL), saturated aqueous NaHCO3 (30 mL), H2O (30 mL), & brine (30 mL). After drying (MgSO4), the organic ph... Solvent: CN(C)C=O (DMF), CCOC(=O)C (EtOAc). As a reaction SMILES: [CH3:1][N:2]1[C:11]2[C:6](=[CH:7][C:8]([S:12](Cl)(=[O:14])=[O:13])=[CH:9][CH:10]=2)[C:5]([C:16]([F:19])([F:18])[F:17])=[CH:4][C:3]1=[O:20].[C:21]1([NH2:27])[CH:26]=[CH:25][CH:24]=[CH:23][CH:22]=1.N1C=CC=CC=1>CN(C=O)C.CCOC(C)=O>[C:21]1([NH:27][S:12]([C:8]2[CH:7]=[C:6]3[C:11](=[CH:10][CH:9]=2)[N:2]([CH3:1])[C:3](=[O:20])[CH:4]=[C:5]3[C:16]([F:19])([F:18])[F:17])(=[O:14])=[O:13])[CH:26]=[CH:25][CH:24]=[CH:23][CH:22]=1. Run at time 8 hour. Yields the product C1(=CC=CC=C1)NS(=O)(=O)C=1C=C2C(=CC(N(C2=CC1)C)=O)C(F)(F)F (1-Methyl-2-oxo-4-trifluoromethyl-1,2-dihydroquinoline-6-sulfonic acid phenylamide). The yield is 51.0%. The reactants are CN1C(C=C(C2=CC(=CC=C12)S(=O)(=O)Cl)C(F)(F)F)=O (1-methyl-2-oxo-4-trifluoromethyl-1,2-dihydroquinoline-6-sulfonyl chloride), C1(=CC=CC=C1)N (PhNH2), N1=CC=CC=C1 (pyridine). The reactants are BrB(Br)Br, ClCCl, CCCc1nc(C)n(-c2ccc(OC)cc2)c(=O)c1Cc1ccc(-c2ccccc2C#N)cc1, CCOC(C)=O, O. The product is CCCc1nc(C)n(-c2ccc(O)cc2)c(=O)c1Cc1ccc(-c2ccccc2C#N)cc1. Reaction SMILES: [B:35]([Br:36])([Br:37])[Br:38].[CH2:46]([Cl:47])[Cl:48].[CH3:1][O:2][c:3]1[cH:4][cH:5][c:6](-[n:9]2[c:10]([CH3:34])[n:11][c:12]([CH2:31][CH2:32][CH3:33])[c:13]([CH2:16][c:17]3[cH:18][cH:19][c:20](-[c:23]4[c:24]([C:29]#[N:30])[cH:25][cH:26][cH:27][cH:28]4)[cH:21][cH:22]3)[c:14]2=[O:15])[cH:7][cH:8]1.[CH3:39][CH2:40][O:41][C:42](=[O:43])[CH3:44].[OH2:45]>>[OH:2][c:3]1[cH:4][cH:5][c:6](-[n:9]2[c:10]([CH3:34])[n:11][c:12]([CH2:31][CH2:32][CH3:33])[c:13]([CH2:16][c:17]3[cH:18][cH:19][c:20](-[c:23]4[c:24]([C:29]#[N:30])[cH:25][cH:26][cH:27][cH:28]4)[cH:21][cH:22]3)[c:14]2=[O:15])[cH:7][cH:8]1.